From a dataset of the Open Reaction Database (ORD), a public repository of structured organic reaction records. describe an organic reaction: reactants, conditions, products, and yield Reactants: BrC1=CC=C2C=CN=C(C2=C1)Cl (7-bromo-1-chloroisoquinoline), C(CCC)[Mg]Cl (butylmagnesium chloride). The solvent is C(C)(=O)OCC (ethyl acetate), C(C)OCC (diethyl ether). Yields the product BrC1=CC=C2C=CN=C(C2=C1)CCCC (7-bromo-1-butylisoquinoline). The yield is 24.4%. RXN SMILES: [Br:1][C:2]1[CH:11]=[C:10]2[C:5]([CH:6]=[CH:7][N:8]=[C:9]2Cl)=[CH:4][CH:3]=1.[CH2:13]([Mg]Cl)[CH2:14][CH2:15][CH3:16]>C(OCC)C.C(OCC)(=O)C>[Br:1][C:2]1[CH:11]=[C:10]2[C:5]([CH:6]=[CH:7][N:8]=[C:9]2[CH2:13][CH2:14][CH2:15][CH3:16])=[CH:4][CH:3]=1. Procedure details: To a refluxing solution of 7-bromo-1-chloroisoquinoline (4.85 g, 23.28 mmol) in diethyl ether (75 mL) was added butylmagnesium chloride (17.8 mL, 2.0 M ether, 35.6 mmol) and the reaction maintained at reflux for 2 h. The reaction mixture was cooled to room temperature, carefully diluted with an equal volume of ethyl acetate, washed with saturated sodium bicarbonate, water, and saturated sodium chloride, dried (sodium sulfate), filtered, and concentrated under reduced pressure to give an brown oi... Reactants: FC=1C=C2C(C(=O)OC2=O)=CC1 (4-Fluorophthalic anhydride), [F-].[K+] (potassium fluoride), C(C1=CC=CC=C1)(=O)O (benzoic acid). Run in CN(C=O)C (dimethyl formamide). Product: C(C1=CC=CC=C1)(=O)OC1=C2C(C(=O)OC2=O)=CC=C1 (benzoyloxyphthalic anhydride), HOPAN, OC1=C2C(C(=O)OC2=O)=CC=C1 (hydroxyphthalic anhydride). Reaction SMILES: F[C:2]1[CH:3]=[C:4]2[C:9](=[O:10])[O:8][C:6](=[O:7])[C:5]2=[CH:11][CH:12]=1.[F-].[K+].[C:15]([OH:23])(=[O:22])[C:16]1[CH:21]=[CH:20][CH:19]=[CH:18][CH:17]=1>CN(C)C=O>[C:15]([O:23][C:11]1[CH:12]=[CH:2][CH:3]=[C:4]2[C:9]([O:8][C:6](=[O:7])[C:5]=12)=[O:10])(=[O:22])[C:16]1[CH:21]=[CH:20][CH:19]=[CH:18][CH:17]=1.[OH:22][C:11]1[CH:12]=[CH:2][CH:3]=[C:4]2[C:9]([O:8][C:6](=[O:7])[C:5]=12)=[O:10] |f:1.2|. Procedure details: 4-Fluorophthalic anhydride (0.44 g, 2.6 mmol shown as FPAN in table below), potassium fluoride (Aldrich, 0.18 g, 3.1 mmol), benzoic acid (Aldrich, 0.28 g, 2.3 mmol shown as BzOH in table below) and dimethyl formamide (Aldrich, 3 ml) were heated in a 160° C. oil bath. The reaction was monitored by GC and showed the following results (BOPAN=benzoyloxyphthalic anhydride; ODPAN=oxydiphthalic anhydride; and HOPAN=hydroxyphthalic anhydride):